Dataset: the Open Reaction Database (ORD), a public repository of structured organic reaction records. Task: describe an organic reaction: reactants, conditions, products, and yield The reactants are CCCCOC(C)=O, CC(C)[O-], CC(C)[O-], CC(C)[O-], CC(C)[O-], Cc1ncc(-c2ccnc(Nc3ccc(S(=O)(=O)CCCN4CCOCC4)cc3)n2)n1C(C)C, [O-]O, [Ti+4], CC(C)c1ccccc1. The product is Cc1ncc(-c2ccnc(Nc3ccc(S(C)(=O)=O)cc3)n2)n1C(C)C. RXN SMILES: [CH3:46][CH2:47][CH2:48][CH2:49][O:50][C:51](=[O:52])[CH3:53].[CH3:54][CH:55]([CH3:56])[O-:57].[CH3:59][CH:60]([CH3:61])[O-:62].[CH3:63][CH:64]([CH3:65])[O-:66].[CH3:67][CH:68]([CH3:69])[O-:70].[CH:1]([CH3:2])([CH3:3])[n:4]1[c:5]([CH3:34])[n:6][cH:7][c:8]1-[c:9]1[n:10][c:11]([NH:15][c:16]2[cH:17][cH:18][c:19]([S:22](=[O:23])(=[O:24])[CH2:25][CH2:26][CH2:27][N:28]3[CH2:29][CH2:30][O:31][CH2:32][CH2:33]3)[cH:20][cH:21]2)[n:12][cH:13][cH:14]1.[O-:35][OH:36].[Ti+4:58].[c:37]1([CH:38]([CH3:39])[CH3:40])[cH:41][cH:42][cH:43][cH:44][cH:45]1>>[CH:1]([CH3:2])([CH3:3])[n:4]1[c:5]([CH3:34])[n:6][cH:7][c:8]1-[c:9]1[n:10][c:11]([NH:15][c:16]2[cH:17][cH:18][c:19]([S:22](=[O:23])(=[O:24])[CH3:25])[cH:20][cH:21]2)[n:12][cH:13][cH:14]1. Reactants: C(C)(=O)C1=C(C(N(N=C1C1=CC(=CC=C1)[N+](=O)[O-])CC)=O)[N+](=O)[O-] (5-acetyl-2-ethyl-4-nitro-6-(3-nitrophenyl)pyridazin-3(2H)-one), NC1=CC=CC=C1 (aniline). The product is C(C)(=O)C1=C(C(N(N=C1C1=CC(=CC=C1)[N+](=O)[O-])CC)=O)NC1=CC=CC2=CC=CC=C12 (5-Acetyl-2-ethyl-4-(naphthalen-1-ylamino)-6-(3-nitrophenyl)pyridazin-3(2H)-one). Reaction SMILES: [C:1]([C:4]1[C:9]([C:10]2[CH:15]=[CH:14][CH:13]=[C:12]([N+:16]([O-:18])=[O:17])[CH:11]=2)=[N:8][N:7]([CH2:19][CH3:20])[C:6](=[O:21])[C:5]=1[N+:22]([O-])=O)(=[O:3])[CH3:2].N[C:26]1[CH:31]=[CH:30][CH:29]=[CH:28][CH:27]=1>>[C:1]([C:4]1[C:9]([C:10]2[CH:15]=[CH:14][CH:13]=[C:12]([N+:16]([O-:18])=[O:17])[CH:11]=2)=[N:8][N:7]([CH2:19][CH3:20])[C:6](=[O:21])[C:5]=1[NH:22][C:30]1[C:31]2[C:26](=[CH:2][CH:1]=[CH:4][CH:5]=2)[CH:27]=[CH:28][CH:29]=1)(=[O:3])[CH3:2]. Procedure: The title compounds were synthesized from 5-acetyl-2-ethyl-4-nitro-6-(3-nitrophenyl)pyridazin-3(2H)-one (Dal Piaz, V et al, J. Med. Chem. 1997, 40, 1417) and the corresponding aniline following the procedure of Example 49. The ESI/MS data and HPLC retention times are summarized in Table 10. The reactants are NC(Cc1c[nH]c2ccccc12)C(=O)O, NC(Cc1c[nH]c2ccccc12)C(=O)O, CC(O)(C(=O)O)c1ccccc1. The product is NC(Cc1c[nH]c2ccccc12)C(=O)O, CC(O)(C(=O)O)c1ccccc1. Reaction SMILES: [NH2:1][CH:2]([CH2:3][c:4]1[cH:5][nH:6][c:7]2[cH:8][cH:9][cH:10][cH:11][c:12]12)[C:13]([OH:14])=[O:15].[NH2:28][CH:29]([C:30](=[O:31])[OH:32])[CH2:33][c:34]1[c:35]2[c:36]([cH:37][cH:38][cH:39][cH:40]2)[nH:41][cH:42]1.[c:16]1([C:22]([C:23](=[O:24])[OH:25])([OH:26])[CH3:27])[cH:17][cH:18][cH:19][cH:20][cH:21]1>>[NH2:1][CH:2]([CH2:3][c:4]1[cH:5][nH:6][c:7]2[cH:8][cH:9][cH:10][cH:11][c:12]12)[C:13](=[O:14])[OH:15].[c:16]1([C:22]([C:23](=[O:24])[OH:25])([OH:26])[CH3:27])[cH:17][cH:18][cH:19][cH:20][cH:21]1. Starting materials: FC1=C(C=CC(=C1)F)Br (2,4-difluorobromobenzene), aqueous solution, Cl (hydrochloric acid), C(C)(=O)OCC(=O)COC(C)=O (1,3-diacetoxyacetone), C(CCC)[Li] (n-butyllithium). The solvent is C(C)OCC (diethyl ether), C(C)OCC (diethyl ether), CCCCCC (n-hexane). Conditions: temperature -30 celsius, time 1 hour. Yields the product C(C)(=O)OCC(COC(C)=O)(O)C1=C(C=C(C=C1)F)F (1,3-diacetoxy-2-(2,4-difluorophenyl)-2-propanol). Isolated yield 27.8%. RXN SMILES: [F:1][C:2]1[CH:7]=[C:6]([F:8])[CH:5]=[CH:4][C:3]=1Br.C([Li])CCC.[C:15]([O:18][CH2:19][C:20]([CH2:22][O:23][C:24](=[O:26])[CH3:25])=[O:21])(=[O:17])[CH3:16].Cl>C(OCC)C.CCCCCC>[C:24]([O:23][CH2:22][C:20]([C:3]1[CH:4]=[CH:5][C:6]([F:8])=[CH:7][C:2]=1[F:1])([OH:21])[CH2:19][O:18][C:15](=[O:17])[CH3:16])(=[O:26])[CH3:25]. Procedure details: Under an atmosphere of argon, 22.5 g of 2,4-difluorobromobenzene was dissolved in 200 ml of diethyl ether and to the resulting solution was added dropwise 73 ml of 1.63M n-hexane solution of n-butyllithium at -30° C. The resulting liquid was stirred for 1 hour and stored at -60° C. This liquid was carefully added dropwise using an injection cylinge to 150 ml of diethyl ether solution of 17.4 g of 1,3-diacetoxyacetone which was previously cooled to -30° C. After the resulting liquid was stirred a... Reaction SMILES: [N:1]1([CH2:6][CH2:7][CH2:8][CH2:9][CH2:10][NH2:11])[CH2:5][CH2:4][CH2:3][CH2:2]1.[C:12]([C:14]1[C:22]2[C:17](=[CH:18][CH:19]=[C:20]([CH2:23][CH2:24][NH:25][C:26](=[O:40])[C:27]3[CH:32]=[CH:31][C:30]([C:33]4[CH:38]=[CH:37][N:36]=[C:35](Cl)[N:34]=4)=[CH:29][CH:28]=3)[CH:21]=2)[NH:16][CH:15]=1)#[N:13]>>[C:12]([C:14]1[C:22]2[C:17](=[CH:18][CH:19]=[C:20]([CH2:23][CH2:24][NH:25][C:26](=[O:40])[C:27]3[CH:32]=[CH:31][C:30]([C:33]4[CH:38]=[CH:37][N:36]=[C:35]([NH:11][CH2:10][CH2:9][CH2:8][CH2:7][CH2:6][N:1]5[CH2:5][CH2:4][CH2:3][CH2:2]5)[N:34]=4)=[CH:29][CH:28]=3)[CH:21]=2)[NH:16][CH:15]=1)#[N:13]. The reactants are N1(CCCC1)CCCCCN (5-(pyrrolidin-1-yl)-pentylamine), C(#N)C1=CNC2=CC=C(C=C12)CCNC(C1=CC=C(C=C1)C1=NC(=NC=C1)Cl)=O (N-[2-(3-Cyano-1H-indol-5-yl)-ethyl]-4-[2-chloro-pyrimidin-4-yl]-benzamide). The product is C(#N)C1=CNC2=CC=C(C=C12)CCNC(C1=CC=C(C=C1)C1=NC(=NC=C1)NCCCCCN1CCCC1)=O (N-[2-(3-Cyano-1H-indol-5-yl)-ethyl]-4-[2-(5-pyrrolidin-1-yl-pentylamino)-pyrimidin-4-yl]-benzamide). Procedure details: Using 5-(pyrrolidin-1-yl)-pentylamine (reference example 93d) and and N-[2-(3-Cyano-1H-indol-5-yl)-ethyl]-4-[2-chloro-pyrimidin-4-yl]-benzamide (reference example 1az) as substrates. MS (ion spray) m/z 522 (M+H)+. Starting materials: N1C(OC(C2=C1SC1=C2CCCC1)=O)=O (5,6,7,8-tetrahydro-2H-[1]benzothieno[2,3-d][1,3]oxazine-2,4(1H)-dione), C([O-])([O-])=O.[K+].[K+] (potassium carbonate), CN(C)C=O (DMF), CI (methyl iodide), CI (Methyl iodide). The solvent is O (water). Run at time 6 hour. Product: CN1C(OC(C2=C1SC1=C2CCCC1)=O)=O (1-methyl-5,6,7,8-tetrahydro-2H-[1]benzothieno[2,3-d][1,3]oxazine-2,4(1H)-dione). Yield: 81.5%. RXN SMILES: [NH:1]1[C:6]2[S:7][C:8]3[CH2:13][CH2:12][CH2:11][CH2:10][C:9]=3[C:5]=2[C:4](=[O:14])[O:3][C:2]1=[O:15].[C:16](=O)([O-])[O-].[K+].[K+].CN(C=O)C.CI>O>[CH3:16][N:1]1[C:6]2[S:7][C:8]3[CH2:13][CH2:12][CH2:11][CH2:10][C:9]=3[C:5]=2[C:4](=[O:14])[O:3][C:2]1=[O:15] |f:1.2.3|. Procedure details: To 5,6,7,8-tetrahydro-2H-[1]benzothieno[2,3-d][1,3]oxazine-2,4(1H)-dione (1.5 g) and potassium carbonate (1.4 g) was added DMF (15 mL), and methyl iodide (1.2 m) was added thereto under ice-cooling, followed by stirring at room temperature for 6 hours. Methyl iodide (0.61 mL) was added thereto, followed by stirring at room temperature overnight, water (15 mL) was added to the reaction mixture, and the solid was collected by filtration, washed with water, and dried under reduced pressure to obtai... Starting materials: O=C([O-])[O-], C1CNCCN1, CC#N, Clc1ccc2nc(Cl)sc2c1, [K+], [K+]. Product: Clc1ccc2nc(N3CCNCC3)sc2c1. Reaction SMILES: [C:18](=[O:19])([O-:20])[O-:21].[CH2:12]1[CH2:13][NH:14][CH2:15][CH2:16][NH:17]1.[CH3:24][C:25]#[N:26].[Cl:1][c:2]1[s:3][c:4]2[c:5]([n:6]1)[cH:7][cH:8][c:9]([Cl:11])[cH:10]2.[K+:22].[K+:23]>>[c:2]1([N:14]2[CH2:13][CH2:12][NH:17][CH2:16][CH2:15]2)[s:3][c:4]2[c:5]([n:6]1)[cH:7][cH:8][c:9]([Cl:11])[cH:10]2. Reactants: CNCCC1=C(OCCO)C=CC=C1 (2-(2-(2-(methylamino)ethyl)phenoxy)ethanol), C(C)N(C(C)C)C(C)C (ethyldiisopropylamine), C(C)(C)(C)OC(=O)N[C@@H](C(=O)O)CC1=CC2=CC=CC=C2C=C1 ((2R)-2-(tert-Butoxycarbonylamino)-3-(2-naphthyl)propionic acid), ON1N=NC2=C1N=CC=C2 (1-Hydroxy-7-azabenzotriazole), Cl.CN(CCCN=C=NCC)C (N-(3-Dimethylaminopropyl)-N'-ethylcarbodiimide hydrochloride). Run in ClCCl (dichloromethane), C(C)(=O)OCC (ethyl acetate), CN(C=O)C (N,N-dimethylformamide), ClCCl (dichloromethane). Reaction conditions: temperature 0 celsius, time 15 minute. Product: C(C)(C)(C)OC(N[C@H](CC1=CC2=CC=CC=C2C=C1)C(N(C)CCC1=C(C=CC=C1)OCCO)=O)=O ([(1R)-1-(N-{2-[2-(2-hydroxyethoxy)phenyl]ethyl}-N-methylcarbamoyl)-2-(2-naphthyl)ethyl]carbamic acid tert-butyl ester). Isolated yield 52.9%. RXN SMILES: [C:1]([O:5][C:6]([NH:8][C@H:9]([CH2:13][C:14]1[CH:23]=[CH:22][C:21]2[C:16](=[CH:17][CH:18]=[CH:19][CH:20]=2)[CH:15]=1)[C:10]([OH:12])=O)=[O:7])([CH3:4])([CH3:3])[CH3:2].ON1C2N=CC=CC=2N=N1.Cl.CN(C)CCCN=C=NCC.[CH3:46][NH:47][CH2:48][CH2:49][C:50]1[CH:59]=[CH:58][CH:57]=[CH:56][C:51]=1[O:52][CH2:53][CH2:54][OH:55].C(N(C(C)C)C(C)C)C>CN(C)C=O.ClCCl.C(OCC)(=O)C>[C:1]([O:5][C:6](=[O:7])[NH:8][C@@H:9]([C:10](=[O:12])[N:47]([CH2:48][CH2:49][C:50]1[CH:59]=[CH:58][CH:57]=[CH:56][C:51]=1[O:52][CH2:53][CH2:54][OH:55])[CH3:46])[CH2:13][C:14]1[CH:23]=[CH:22][C:21]2[C:16](=[CH:17][CH:18]=[CH:19][CH:20]=2)[CH:15]=1)([CH3:3])([CH3:4])[CH3:2] |f:2.3|. Procedure: (2R)-2-(tert-Butoxycarbonylamino)-3-(2-naphthyl)propionic acid (654 mg, 2.07 mmol) was dissolved in N,N-dimethylformamide (4 ml) and dichloromethane (4 ml). 1-Hydroxy-7-azabenzotriazole (282 mg, 2.07 mmol) was added. The solution was cooled to 0° C. N-(3-Dimethylaminopropyl)-N'-ethylcarbodiimide hydrochloride (397 mg, 2.07 mmol) was added. The reaction mixture was stirred for 15 min at 0° C. A solution of 2-(2-(2-(methylamino)ethyl)phenoxy)ethanol (434 mg, 2.07 mmol) in dichloromethane (4 ml) an... Starting materials: C(C(C)C)(=O)OC[C@@H]1CN(CCC1)C(=O)OC(C)(C)C (t-butyl (S)-3-isobutyroxymethyl-1-piperidinecarboxylate), FC(C(=O)O)(F)F (trifluoroacetic acid). Solvent: C(Cl)Cl (methylene chloride). Reaction conditions: time 30 minute. The product is FC(C(=O)O)(F)F.C(C(C)C)(=O)OC[C@@H]1CN(CCC1)C(=O)O ((S)-3-iso-butyroxymethyl-1-piperidinecarboxylic acid trifluoroacetic acid salt). As a reaction SMILES: [C:1]([O:6][CH2:7][C@H:8]1[CH2:13][CH2:12][CH2:11][N:10]([C:14]([O:16]C(C)(C)C)=[O:15])[CH2:9]1)(=[O:5])[CH:2]([CH3:4])[CH3:3].[F:21][C:22]([F:27])([F:26])[C:23]([OH:25])=[O:24]>C(Cl)Cl>[F:21][C:22]([F:27])([F:26])[C:23]([OH:25])=[O:24].[C:1]([O:6][CH2:7][C@H:8]1[CH2:13][CH2:12][CH2:11][N:10]([C:14]([OH:16])=[O:15])[CH2:9]1)(=[O:5])[CH:2]([CH3:4])[CH3:3] |f:3.4|. Procedure details: 170 mg of dimethylaminopyridine and 3.4 mg of pyridine are added to 3.0 g of t-butyl (S)-3-hydroxymethyl-1-piperidinecarboxylate. 1.66 ml of isobutyryl chloride are added dropwise thereto. The reaction mixture is then concentrated. The residue is taken up in ether and the ether phase is washed in succession with 20 ml of citric acid, water; sodium bicarbonate solution and water. After drying and evaporation of the ether phase there are obtained 3.9 g of t-butyl (S)-3-isobutyroxymethyl-1-piperidi...